From a dataset of the Open Reaction Database (ORD), a public repository of structured organic reaction records. describe an organic reaction: reactants, conditions, products, and yield The reactants are OC1=CC=C(C(=O)OCC)C=C1 (Ethyl 4-hydroxybenzoate), C(C)(C)O (isopropanol), OC1CCC(CC1)C(=O)OCC (ethyl 4-hydroxycyclohexanecarboxylate), [Cr](=O)(=O)(O)O (chromic acid). The solvent is reagent, CC(=O)C (acetone). Reaction conditions: temperature 0 celsius. Yields the product O=C1CCC(CC1)C(=O)OCC (Ethyl 4-oxocyclohexanecarboxylate). Reaction SMILES: [OH:1][C:2]1[CH:12]=[CH:11][C:5]([C:6]([O:8][CH2:9][CH3:10])=[O:7])=[CH:4][CH:3]=1.OC1CCC(C(OCC)=O)CC1.[Cr](O)(O)(=O)=O.C(O)(C)C>CC(C)=O>[O:1]=[C:2]1[CH2:12][CH2:11][CH:5]([C:6]([O:8][CH2:9][CH3:10])=[O:7])[CH2:4][CH2:3]1. Reported procedure: Ethyl 4-hydroxybenzoate is reduced to ethyl 4-hydroxycyclohexanecarboxylate according to the procedure described in R. A. Finnegan and P. L. Bachman, Journal of Organic Chemistry, Volume 30, pages 4145-4150 (1965). The crude material obtained in this reduction (190 g) is dissolved in 1200 ml of reagent grade acetone. The solution is cooled to 0° C. and 152 ml of a 8 N chromic acid solution (prepared from concentrated sulfuric acid and chromium trioxide) is added dropwise to the mechanically stir... Reactants: C(C)(C)(C)C1=CC=C(C=C1)CN=C=O (1-tert-butyl-4-(isocyanatomethyl)benzene), NC1=C2C=C(N=C(C2=CC=C1)C)C (5-amino-1,3-dimethylisoquinoline), CCN(C(C)C)C(C)C (DIEA). Run in C1(=CC=CC=C1)C (toluene). Yields the product C(C)(C)(C)C1=CC=C(CNC(=O)NC2=C3C=C(N=C(C3=CC=C2)C)C)C=C1 (N-(4-tert-butylbenzyl)-N′-(1,3-dimethyl-5-isoquinolinyl)urea). Reaction SMILES: [C:1]([C:5]1[CH:10]=[CH:9][C:8]([CH2:11][N:12]=[C:13]=[O:14])=[CH:7][CH:6]=1)([CH3:4])([CH3:3])[CH3:2].[NH2:15][C:16]1[CH:25]=[CH:24][CH:23]=[C:22]2[C:17]=1[CH:18]=[C:19]([CH3:27])[N:20]=[C:21]2[CH3:26].CCN(C(C)C)C(C)C>C1(C)C=CC=CC=1>[C:1]([C:5]1[CH:6]=[CH:7][C:8]([CH2:11][NH:12][C:13]([NH:15][C:16]2[CH:25]=[CH:24][CH:23]=[C:22]3[C:17]=2[CH:18]=[C:19]([CH3:27])[N:20]=[C:21]3[CH3:26])=[O:14])=[CH:9][CH:10]=1)([CH3:4])([CH3:2])[CH3:3]. Reported procedure: The product from Example 186A (3.42 mmol) in toluene (12 mL) was treated with 5-amino-1,3-dimethylisoquinoline (245 mg, 1.42 mmol) and DIEA (5 mL). The mixture was heated at 800 for 3 hours, cooled to room tempoerature, and filtered. The precipitate thus obtained was purified by silica gel chromatography (97:3 CH2Cl2:CH3OH to 95:5 CH2Cl2:CH3OH) to provide the title compound. The corresponding hydrochloride salt was prepared by treatment with methanolic HCl. 1H NMR (300 MHz, DMSO-d6) δ 8.55 (s, 1... Starting materials: [Si](C)(C)(C(C)(C)C)OCC=1C=C(C=CC1CO[Si](C)(C)C(C)(C)C)CCC=1C=C(C=CC1)/C(=C/C#CC(C(F)(F)F)(O)C(F)(F)F)/CC ((E)-6-(3-{2-[3,4-bis(tert-butyldimethylsilanyloxymethyl)phenyl]ethyl}-phenyl)-1,1,1-trifluoro-2-trifluoromethyloct-5-en-3-yn-2-ol), solution, [F-].C(CCC)[N+](CCCC)(CCCC)CCCC (tetrabutylammonium fluoride). Reported procedure: In a manner analogous to example 2m, by reaction of 1 g (1.4 mmol) of (E)-6-(3-{2-[3,4-bis(tert-butyldimethylsilanyloxymethyl)phenyl]ethyl}-phenyl)-1,1,1-trifluoro-2-trifluoromethyloct-5-en-3-yn-2-ol with 3.3 ml (3.3 mmol) of a 1.0 M solution of tetrabutylammonium fluoride. A yellowish solid is obtained (m.p.=123° C.; m=570 mg; Y=84%). RXN SMILES: [Si]([O:8][CH2:9][C:10]1[CH:11]=[C:12]([CH2:25][CH2:26][C:27]2[CH:28]=[C:29](/[C:33](/[CH2:47][CH3:48])=[CH:34]/[C:35]#[C:36][C:37]([C:43]([F:46])([F:45])[F:44])([OH:42])[C:38]([F:41])([F:40])[F:39])[CH:30]=[CH:31][CH:32]=2)[CH:13]=[CH:14][C:15]=1[CH2:16][O:17][Si](C(C)(C)C)(C)C)(C(C)(C)C)(C)C.[F-].C([N+](CCCC)(CCCC)CCCC)CCC>>[OH:8][CH2:9][C:10]1[CH:11]=[C:12]([CH2:25][CH2:26][C:27]2[CH:28]=[C:29](/[C:33](/[CH2:47][CH3:48])=[CH:34]/[C:35]#[C:36][C:37]([C:38]([F:39])([F:40])[F:41])([OH:42])[C:43]([F:45])([F:46])[F:44])[CH:30]=[CH:31][CH:32]=2)[CH:13]=[CH:14][C:15]=1[CH2:16][OH:17] |f:1.2|. Yields the product OCC=1C=C(C=CC1CO)CCC=1C=C(C=CC1)/C(=C/C#CC(C(F)(F)F)(O)C(F)(F)F)/CC ((E)-6-(3-[2-(3,4-Bis-hydroxymethylphenyl)ethyl]-phenyl)-1,1,1-trifluoro-2-trifluoromethyloct-5-en-3-yn-2-ol). Starting materials: BrCc1ccccc1, COc1cc(C(=O)O)ccc1Br, [K+], [K+], O=C([O-])[O-], CN(C)C=O. The product is COc1cc(C(=O)OCc2ccccc2)ccc1Br. As a reaction SMILES: [Br:19][CH2:20][c:21]1[cH:22][cH:23][cH:24][cH:25][cH:26]1.[Br:1][c:2]1[c:3]([O:11][CH3:12])[cH:4][c:5]([C:6](=[O:7])[OH:8])[cH:9][cH:10]1.[K+:13].[K+:14].[O-:15][C:16]([O-:17])=[O:18].[O:27]=[CH:28][N:29]([CH3:30])[CH3:31]>>[Br:1][c:2]1[c:3]([O:11][CH3:12])[cH:4][c:5]([C:6](=[O:7])[O:8][CH2:20][c:21]2[cH:22][cH:23][cH:24][cH:25][cH:26]2)[cH:9][cH:10]1. Starting materials: C(=O)(Cl)Cl (phosgene), N(N)C(=O)OCC1C2=CC=CC=C2C=2C=CC=CC12 (9H-fluoren-9-ylmethyl hydrazinecarboxylate). The solvent is ClCCl (dichloromethane), C(=O)(O)[O-].[Na+] (NaHCO3). Conditions: time 15 minute. Product: C1=CC=CC=2C3=CC=CC=C3C(C12)COC1=NNC(O1)=O (5-(9H-fluoren-9-ylmethoxy)-3H-[1,3,4]oxadiazol-2-one). As a reaction SMILES: [C:1](Cl)(Cl)=[O:2].[NH:5]([C:7]([O:9][CH2:10][CH:11]1[C:23]2[CH:22]=[CH:21][CH:20]=[CH:19][C:18]=2[C:17]2[C:12]1=[CH:13][CH:14]=[CH:15][CH:16]=2)=[O:8])[NH2:6]>ClCCl.C([O-])(O)=O.[Na+]>[CH:13]1[C:12]2[CH:11]([CH2:10][O:9][C:7]3[O:8][C:1](=[O:2])[NH:6][N:5]=3)[C:23]3[C:18](=[CH:19][CH:20]=[CH:21][CH:22]=3)[C:17]=2[CH:16]=[CH:15][CH:14]=1 |f:3.4|. Reported procedure: 2 equivalents of phosgene (1.89M in toluene; 4.2 ml) are added to a solution of 3.91 mmol of 9H-fluoren-9-ylmethyl hydrazinecarboxylate in 40 ml of dichloromethane and 40 ml of saturated aqueous NaHCO3 solution. The mixture is stirred for 15 minutes and then worked up as usual, giving 5-(9H-fluoren-9-ylmethoxy)-3H-[1,3,4]oxadiazol-2-one (“AB”) Reactants: C1CCOC1, CCC(C)C(NC(=O)Cc1ccccc1F)C(=O)NC1(C(=O)NC(C(=S)NCC2CCOCC2)C(C)CC)CCc2[nH]c3c(C(F)(F)F)cccc3c2C1, CO, [Na], Cl[Ni]Cl, O, O, O, O, O, O. Product: CCC(C)C(CNCC1CCOCC1)NC(=O)C1(NC(=O)C(NC(=O)Cc2ccccc2F)C(C)CC)CCc2[nH]c3c(C(F)(F)F)cccc3c2C1. RXN SMILES: [CH2:56]1[O:57][CH2:58][CH2:59][CH2:60]1.[CH3:1][CH:2]([CH:3]([C:4]([NH:5][CH2:6][CH:7]1[CH2:8][CH2:9][O:10][CH2:11][CH2:12]1)=[S:13])[NH:14][C:15](=[O:16])[C:17]1([NH:34][C:35]([CH:36]([CH:37]([CH2:38][CH3:39])[CH3:40])[NH:41][C:42]([CH2:43][c:44]2[c:45]([F:50])[cH:46][cH:47][cH:48][cH:49]2)=[O:51])=[O:52])[CH2:18][CH2:19][c:20]2[nH:21][c:22]3[c:23]([C:30]([F:31])([F:32])[F:33])[cH:24][cH:25][cH:26][c:27]3[c:28]2[CH2:29]1)[CH2:53][CH3:54].[CH3:61][OH:62].[Na:55].[Ni:69]([Cl:70])[Cl:71].[OH2:63].[OH2:64].[OH2:65].[OH2:66].[OH2:67].[OH2:68]>>[CH3:1][CH:2]([CH:3]([CH2:4][NH:5][CH2:6][CH:7]1[CH2:8][CH2:9][O:10][CH2:11][CH2:12]1)[NH:14][C:15](=[O:16])[C:17]1([NH:34][C:35]([CH:36]([CH:37]([CH2:38][CH3:39])[CH3:40])[NH:41][C:42]([CH2:43][c:44]2[c:45]([F:50])[cH:46][cH:47][cH:48][cH:49]2)=[O:51])=[O:52])[CH2:18][CH2:19][c:20]2[nH:21][c:22]3[c:23]([C:30]([F:31])([F:32])[F:33])[cH:24][cH:25][cH:26][c:27]3[c:28]2[CH2:29]1)[CH2:53][CH3:54]. Starting materials: CC(=O)O[BH-](OC(C)=O)OC(C)=O, CC(=O)O, CC=O, ClCCCl, Fc1ccc(NCc2c[nH]cn2)cc1, [Na+]. The product is CCN(Cc1c[nH]cn1)c1ccc(F)cc1. As a reaction SMILES: [C:18]([O:19][BH-:20]([O:21][C:22](=[O:23])[CH3:24])[O:25][C:26](=[O:27])[CH3:28])(=[O:29])[CH3:30].[CH3:32][C:33](=[O:34])[OH:35].[CH:15]([CH3:16])=[O:17].[Cl:36][CH2:37][CH2:38][Cl:39].[F:1][c:2]1[cH:3][cH:4][c:5]([NH:8][CH2:9][c:10]2[n:11][cH:12][nH:13][cH:14]2)[cH:6][cH:7]1.[Na+:31]>>[F:1][c:2]1[cH:3][cH:4][c:5]([N:8]([CH2:9][c:10]2[n:11][cH:12][nH:13][cH:14]2)[CH2:15][CH3:16])[cH:6][cH:7]1. The reactants are CC(C)(C)[Si](C)(C)OCC1OC(n2cc(C#CCNC(=O)C(F)(F)F)c(NC(=O)c3ccccc3)nc2=O)CC1OCN=[N+]=[N-], CCCC[N+](CCCC)(CCCC)CCCC, C1CCOC1, [F-]. The product is [N-]=[N+]=NCOC1CC(n2cc(C#CCNC(=O)C(F)(F)F)c(NC(=O)c3ccccc3)nc2=O)OC1CO. RXN SMILES: [C:1]([c:2]1[cH:3][cH:4][cH:5][cH:6][cH:7]1)(=[O:8])[NH:9][c:10]1[n:11][c:12](=[O:45])[n:13]([CH:14]2[CH2:15][CH:16]([O:17][CH2:18][N:19]=[N+:20]=[N-:21])[CH:22]([CH2:23][O:24][Si:25]([C:26]([CH3:27])([CH3:28])[CH3:29])([CH3:30])[CH3:31])[O:32]2)[cH:33][c:34]1[C:35]#[C:36][CH2:37][NH:38][C:39]([C:40]([F:41])([F:42])[F:43])=[O:44].[CH2:47]([N+:48]([CH2:49][CH2:50][CH2:51][CH3:52])([CH2:53][CH2:54][CH2:55][CH3:56])[CH2:57][CH2:58][CH2:59][CH3:60])[CH2:61][CH2:62][CH3:63].[CH2:64]1[O:65][CH2:66][CH2:67][CH2:68]1.[F-:46]>>[C:1]([c:2]1[cH:3][cH:4][cH:5][cH:6][cH:7]1)(=[O:8])[NH:9][c:10]1[n:11][c:12](=[O:45])[n:13]([CH:14]2[CH2:15][CH:16]([O:17][CH2:18][N:19]=[N+:20]=[N-:21])[CH:22]([CH2:23][OH:24])[O:32]2)[cH:33][c:34]1[C:35]#[C:36][CH2:37][NH:38][C:39]([C:40]([F:41])([F:42])[F:43])=[O:44]. The reactants are CN(C)C=O, O=[N+]([O-])c1ccc(F)cc1, [H-], [Na+], O, Cc1ccc(-n2cc(O)cn2)cc1. Product: Cc1ccc(-n2cc(Oc3ccc([N+](=O)[O-])cc3)cn2)cc1. RXN SMILES: [CH3:27][N:28]([CH3:29])[CH:30]=[O:31].[F:16][c:17]1[cH:18][cH:19][c:20]([N+:23](=[O:24])[O-:25])[cH:21][cH:22]1.[H-:14].[Na+:15].[OH2:26].[c:1]1([CH3:13])[cH:2][cH:3][c:4](-[n:7]2[n:8][cH:9][c:10]([OH:12])[cH:11]2)[cH:5][cH:6]1>>[c:1]1([CH3:13])[cH:2][cH:3][c:4](-[n:7]2[n:8][cH:9][c:10]([O:12][c:17]3[cH:18][cH:19][c:20]([N+:23](=[O:24])[O-:25])[cH:21][cH:22]3)[cH:11]2)[cH:5][cH:6]1. Run in CCOC(=O)C (EtOAc). The yield is 18.7%. Product: NC1=CC(=NN1C=1C=C(C=CC1)O)C(C)(C)C (3-(5-amino-3-tert-butyl-pyrazol-1-yl)-phenol). Procedure details: In a 500 mL round bottom flask was added 5-tert-butyl-2-(3-methoxy-phenyl)-2H-pyrazol-3-ylamine hydrochloride (8.42 g, 30 mmol) and pyridinium hydrochloride (13.8 g, 120 mmol). The reaction mixture was heated neat at 195° C. with stirring for 3 h. The mixture was cooled to room temperature, water (300 mL) and EtOAc (300 mL) were added, and then the organic phase was washed with saturated aq NaHCO3 and brine, dried (Na2SO4) and concentrated at reduced pressure. The residue was purified by MPLC (8... RXN SMILES: Cl.[C:2]([C:6]1[CH:7]=[C:8]([NH2:19])[N:9]([C:11]2[CH:16]=[CH:15][CH:14]=[C:13]([O:17]C)[CH:12]=2)[N:10]=1)([CH3:5])([CH3:4])[CH3:3].Cl.[NH+]1C=CC=CC=1.O>CCOC(C)=O>[NH2:19][C:8]1[N:9]([C:11]2[CH:12]=[C:13]([OH:17])[CH:14]=[CH:15][CH:16]=2)[N:10]=[C:6]([C:2]([CH3:5])([CH3:4])[CH3:3])[CH:7]=1 |f:0.1,2.3|. Conditions: temperature 195 celsius, time 3 hour. Starting materials: Cl.C(C)(C)(C)C=1C=C(N(N1)C1=CC(=CC=C1)OC)N (5-tert-butyl-2-(3-methoxy-phenyl)-2H-pyrazol-3-ylamine hydrochloride), Cl.[NH+]1=CC=CC=C1 (pyridinium hydrochloride), O (water).